The task is: describe an organic reaction: reactants, conditions, products, and yield. This data is from the Open Reaction Database (ORD), a public repository of structured organic reaction records. The reactants are N#Cc1ccc(-c2ccc(C(=O)O)nc2)cc1, O=C([O-])[O-], ClCCCl, CC(C)(C)C(NC(=O)c1cc2ccccc2[nH]1)C(=O)N1CC2CC1CN2, CCN(C(C)C)C(C)C, ClCCl, [Na+], [Na+], O, On1nnc2ccccc21. Yields the product CC(C)(C)C(NC(=O)c1cc2ccccc2[nH]1)C(=O)N1CC2CC1CN2C(=O)c1ccc(-c2ccc(C#N)cc2)cn1. As a reaction SMILES: [C:1](#[N:2])[c:3]1[cH:4][cH:5][c:6](-[c:9]2[cH:10][cH:11][c:12]([C:15](=[O:16])[OH:17])[n:13][cH:14]2)[cH:7][cH:8]1.[C:71](=[O:72])([O-:73])[O-:74].[CH2:44]([Cl:45])[CH2:46][Cl:47].[CH:18]12[N:19]([C:25](=[O:26])[CH:27]([C:28]([CH3:29])([CH3:30])[CH3:31])[NH:32][C:33](=[O:34])[c:35]3[nH:36][c:37]4[cH:38][cH:39][cH:40][cH:41][c:42]4[cH:43]3)[CH2:20][CH:21]([NH:22][CH2:23]1)[CH2:24]2.[CH:58]([N:59]([CH2:60][CH3:61])[CH:62]([CH3:63])[CH3:64])([CH3:65])[CH3:66].[Cl:67][CH2:68][Cl:69].[Na+:75].[Na+:76].[OH2:70].[OH:48][n:49]1[c:50]2[c:51]([cH:52][cH:53][cH:54][cH:55]2)[n:56][n:57]1>>[C:1](#[N:2])[c:3]1[cH:4][cH:5][c:6](-[c:9]2[cH:10][cH:11][c:12]([C:15](=[O:17])[N:22]3[CH:21]4[CH2:20][N:19]([C:25](=[O:26])[CH:27]([C:28]([CH3:29])([CH3:30])[CH3:31])[NH:32][C:33](=[O:34])[c:35]5[nH:36][c:37]6[cH:38][cH:39][cH:40][cH:41][c:42]6[cH:43]5)[CH:18]([CH2:23]3)[CH2:24]4)[n:13][cH:14]2)[cH:7][cH:8]1.